This data is from the Open Reaction Database (ORD), a public repository of structured organic reaction records. The task is: describe an organic reaction: reactants, conditions, products, and yield The product is CN1C(N(C(N=C1N(C)C)=O)C(C)C)=O (1-methyl-3-isopropyl-6-dimethylamino-s-triazine-2,4(1H,3H)-dione). Procedure: A solution of 10 parts of 1-methyl-3-isopropyl-6-methylthio-s-triazine-2,4(1H,3H)-dione in 100 parts of tetrahydrofuran at 0° is saturated with dimethylamine. The reaction is allowed to warm to room temperature and stand overnight. The solvent is evaporated and the residue triturated with ether to afford 9 parts of 1-methyl-3-isopropyl-6-dimethylamino-s-triazine-2,4(1H,3H)-dione, m.p. 104°-106°. Reaction conditions: time 8 hour. The reactants are 10, CN1C(N(C(N=C1SC)=O)C(C)C)=O (1-methyl-3-isopropyl-6-methylthio-s-triazine-2,4(1H,3H)-dione), CNC (dimethylamine). Reaction SMILES: [CH3:1][N:2]1[C:7](SC)=[N:6][C:5](=[O:10])[N:4]([CH:11]([CH3:13])[CH3:12])[C:3]1=[O:14].[CH3:15][NH:16][CH3:17]>O1CCCC1>[CH3:1][N:2]1[C:7]([N:16]([CH3:17])[CH3:15])=[N:6][C:5](=[O:10])[N:4]([CH:11]([CH3:13])[CH3:12])[C:3]1=[O:14]. Run in O1CCCC1 (tetrahydrofuran). Reactants: C1(=CC=CC=C1)C#CC1=C(N=C2N1C=CC=C2)CO ((3-(phenylethynyl)imidazo[1,2-a]pyridin-2-yl)methanol), OC=1C=C(C(=O)OC)C=CC1 (methyl 3-hydroxybenzoate), C1(=CC=CC=C1)P(C1=CC=CC=C1)C1=CC=CC=C1 (triphenylphosphine), CC(C)OC(=O)/N=N/C(=O)OC(C)C (DIAD), C1(=CC=CC=C1)P(C1=CC=CC=C1)C1=CC=CC=C1 (triphenylphosphine), CC(C)OC(=O)/N=N/C(=O)OC(C)C (DIAD), OC=1C=C(C(=O)OC)C=CC1 (methyl 3-hydroxybenzoate). Run in O1CCCC1 (tetrahydrofurane), O1CCCC1 (tetrahydrofurane), O1CCCC1 (tetrahydrofurane). Yields the product C1(=CC=CC=C1)C#CC1=C(N=C2N1C=CC=C2)COC=2C=C(C(=O)OC)C=CC2 (methyl 3-((3-(phenylethynyl)imidazo[1,2-a]pyridin-2-yl)methoxy)benzoate). Yield: 42.3%. RXN SMILES: [OH:1][C:2]1[CH:3]=[C:4]([CH:9]=[CH:10][CH:11]=1)[C:5]([O:7][CH3:8])=[O:6].C1(P(C2C=CC=CC=2)C2C=CC=CC=2)C=CC=CC=1.CC(OC(/N=N/C(OC(C)C)=O)=O)C.[C:45]1([C:51]#[C:52][C:53]2[N:57]3[CH:58]=[CH:59][CH:60]=[CH:61][C:56]3=[N:55][C:54]=2[CH2:62]O)[CH:50]=[CH:49][CH:48]=[CH:47][CH:46]=1>O1CCCC1>[C:45]1([C:51]#[C:52][C:53]2[N:57]3[CH:58]=[CH:59][CH:60]=[CH:61][C:56]3=[N:55][C:54]=2[CH2:62][O:1][C:2]2[CH:3]=[C:4]([CH:9]=[CH:10][CH:11]=2)[C:5]([O:7][CH3:8])=[O:6])[CH:46]=[CH:47][CH:48]=[CH:49][CH:50]=1. Reported procedure: 0.09 g (0.594 mmol) of methyl 3-hydroxybenzoate were dissolved in 1 ml of tetrahydrofurane with magnetic stirring and then 0.312 g (1.188 mmol) of triphenylphosphine and 0.231 ml (1.188 mmol) of DIAD were added. The mixture was stirred at r.t. for 15 min and then a solution of 0.076 g (0.297 mmol) of (3-(phenylethynyl)imidazo[1,2-a]pyridin-2-yl)methanol in 4 ml of tetrahydrofurane was added and the mixture was stirred at r.t. for 16 h. A mixture of 0.09 g (0.594 mmol) of methyl 3-hydroxybenzoate... The reactants are C(C)(=O)Cl (Acetyl chloride), NC1=C2C=NN(C2=CC(=C1)C)C=1C=C(C(=O)O)C=CC1 (3-(4-amino-6-methyl-1H-indazol-1-yl)benzoic acid). Solvent: CO (methanol). Conditions: temperature 0 celsius, time 35 minute. The product is NC1=C2C=NN(C2=CC(=C1)C)C=1C=C(C(=O)OC)C=CC1 (Methyl 3-(4-amino-6-methyl-1H-indazol-1-yl)benzoate), hydrochloride salt. As a reaction SMILES: [C:1](Cl)(=O)C.[NH2:5][C:6]1[CH:14]=[C:13]([CH3:15])[CH:12]=[C:11]2[C:7]=1[CH:8]=[N:9][N:10]2[C:16]1[CH:17]=[C:18]([CH:22]=[CH:23][CH:24]=1)[C:19]([OH:21])=[O:20]>CO>[NH2:5][C:6]1[CH:14]=[C:13]([CH3:15])[CH:12]=[C:11]2[C:7]=1[CH:8]=[N:9][N:10]2[C:16]1[CH:17]=[C:18]([CH:22]=[CH:23][CH:24]=1)[C:19]([O:21][CH3:1])=[O:20]. Procedure details: Acetyl chloride (1000 mL, 11.5 mol) was added slowly to cold methanol (10.84 L at 0±3° C.), under an atmosphere of nitrogen, while maintaining the temperature below 5° C. The reaction mixture was stirred for a further 35 min at 0±3° C. and then 3-(4-amino-6-methyl-1H-indazol-1-yl)benzoic acid (1084.2 g, 4.06 mol) was added. The reaction mixture was heated at reflux for 2.5 h and then the volume was reduced by distillation to approximately half the volume. Isopropyl acetate (10.84 L) was added ma... Starting materials: BrC1=CC(N(C=C1)CCCC)=O (4-Bromo-1-butyl-1H-pyridin-2-one), OC1=CC(N(C=C1)CCC(C)C)=O (4-hydroxy-1-(3-methylbutyl)-1H-pyridin-2-one), C(CCC)N1C(C=C(C=C1)O)=O (1-Butyl-4-hydroxy-1H-pyridin-2-one), C(C1=CC=CC=C1)OC1=CC(NC=C1)=O (4-benzyloxy-1H-pyridin-2-one), BrCCC(C)C (1-bromo-3-methylbutane). Product: BrC1=CC(N(C=C1)CCC(C)C)=O (4-Bromo-1-(3-methylbutyl)-1H-pyridin-2-one). Reaction SMILES: [Br:1][C:2]1[CH:7]=[CH:6][N:5]([CH2:8][CH2:9][CH2:10][CH3:11])[C:4](=[O:12])[CH:3]=1.O[C:14]1C=CN(CCC(C)C)C(=O)C=1.C(N1C=CC(O)=CC1=O)CCC.C(OC1C=CNC(=O)C=1)C1C=CC=CC=1.BrCCC(C)C>>[Br:1][C:2]1[CH:7]=[CH:6][N:5]([CH2:8][CH2:9][CH:10]([CH3:14])[CH3:11])[C:4](=[O:12])[CH:3]=1. Procedure: Intermediate D4 was prepared following the same procedure implemented for the synthesis of D3, using 4-hydroxy-1-(3-methylbutyl)-1H-pyridin-2-one as starting material, which was prepared by the same method used for the synthesis of intermediate D2, by reaction of 4-benzyloxy-1H-pyridin-2-one with 1-bromo-3-methylbutane. Reactants: FC1=CC=C(C=C1)N1CCN(CC1)CCCN1S(C2=C(C(C1)=O)N(C=C2)C)(=O)=O (2-[3-[4-(4-fluorophenyl)piperazin-1-yl]propyl]-5-methyl-2,3,4,5-tetrahydropyrrolo-[2,3-e][1,2]thiazin-4-one 1,1-dioxide), [BH4-].[Na+] (sodium borohydride), O (Water). Run in C(C)O (ethanol). Yields the product FC1=CC=C(C=C1)N1CCN(CC1)CCCN1S(C2=C(C(C1)O)N(C=C2)C)(=O)=O (2-[3-[4-(4-fluorophenyl)piperazin-1-yl]propyl]-4-hydroxy-5-methyl-2,3,4,5-tetrahydropyrrolo[2,3-e][1,2]thiazine 1,1-dioxide). Isolated yield 85.2%. As a reaction SMILES: [F:1][C:2]1[CH:7]=[CH:6][C:5]([N:8]2[CH2:13][CH2:12][N:11]([CH2:14][CH2:15][CH2:16][N:17]3[CH2:22][C:21](=[O:23])[C:20]4[N:24]([CH3:27])[CH:25]=[CH:26][C:19]=4[S:18]3(=[O:29])=[O:28])[CH2:10][CH2:9]2)=[CH:4][CH:3]=1.[BH4-].[Na+].O>C(O)C>[F:1][C:2]1[CH:3]=[CH:4][C:5]([N:8]2[CH2:13][CH2:12][N:11]([CH2:14][CH2:15][CH2:16][N:17]3[CH2:22][CH:21]([OH:23])[C:20]4[N:24]([CH3:27])[CH:25]=[CH:26][C:19]=4[S:18]3(=[O:29])=[O:28])[CH2:10][CH2:9]2)=[CH:6][CH:7]=1 |f:1.2|. Procedure details: To a suspension of 42 mg (0.1 mmol) of Compound 21 in 5 ml of ethanol, 38 mg (1 mmol) of sodium borohydride were added gradually under ice-cooled stirring. The resulting mixture was stirred under ice cooling for 1 hour and further at room temperature for 13 hours. Water (5 ml) was added to the reaction mixture. The thus-obtained mixture was stirred at room temperature for 5 hours and then concentrated under reduced pressure. Post treatment and purification were conducted as in Example 15, whereb...